Dataset: the Open Reaction Database (ORD), a public repository of structured organic reaction records. Task: describe an organic reaction: reactants, conditions, products, and yield The reactants are FC(F)(F)c1ccc(I)c(CBr)c1, C1CCOC1, O=C1NC(Cc2ccccc2)CO1, [H-], N#N, [Na+]. Yields the product O=C1OCC(Cc2ccccc2)N1Cc1cc(C(F)(F)F)ccc1I. As a reaction SMILES: [Br:16][CH2:17][c:18]1[c:19]([I:28])[cH:20][cH:21][c:22]([C:24]([F:25])([F:26])[F:27])[cH:23]1.[CH2:29]1[O:30][CH2:31][CH2:32][CH2:33]1.[CH2:3]([c:4]1[cH:5][cH:6][cH:7][cH:8][cH:9]1)[CH:10]1[NH:11][C:12](=[O:15])[O:13][CH2:14]1.[H-:1].[N:34]#[N:35].[Na+:2]>>[CH2:3]([c:4]1[cH:5][cH:6][cH:7][cH:8][cH:9]1)[CH:10]1[N:11]([CH2:17][c:18]2[c:19]([I:28])[cH:20][cH:21][c:22]([C:24]([F:25])([F:26])[F:27])[cH:23]2)[C:12](=[O:15])[O:13][CH2:14]1.